From a dataset of the Open Reaction Database (ORD), a public repository of structured organic reaction records. describe an organic reaction: reactants, conditions, products, and yield Product: CCC(O)c1cc(OC(F)(F)F)ccc1Oc1ccnc2cc(OC)c(OC)cc12. RXN SMILES: [Br-:29].[CH2:30]([CH3:31])[Mg+:32].[CH3:1][O:2][c:3]1[cH:4][c:5]2[c:6]([O:15][c:16]3[c:17]([CH:18]=[O:19])[cH:20][c:21]([O:24][C:25]([F:26])([F:27])[F:28])[cH:22][cH:23]3)[cH:7][cH:8][n:9][c:10]2[cH:11][c:12]1[O:13][CH3:14].[O:34]1[CH2:35][CH2:36][CH2:37][CH2:38]1.[OH2:33]>>[CH3:1][O:2][c:3]1[cH:4][c:5]2[c:6]([O:15][c:16]3[c:17]([CH:18]([OH:19])[CH2:30][CH3:31])[cH:20][c:21]([O:24][C:25]([F:26])([F:27])[F:28])[cH:22][cH:23]3)[cH:7][cH:8][n:9][c:10]2[cH:11][c:12]1[O:13][CH3:14]. Reactants: [Br-], CC[Mg+], COc1cc2nccc(Oc3ccc(OC(F)(F)F)cc3C=O)c2cc1OC, C1CCOC1, O. The reactants are O=C([O-])[O-], CC(=O)[O-], CC(=O)[O-], Cc1ccccc1P(c1ccccc1C)c1ccccc1C, C=CCC(NC(=O)c1c(Cl)cccc1Cl)C(=O)OC, CCOC(C)=O, CN(c1ccc(I)cc1)c1ncccn1, [K+], [K+], CN(C)C=O, [Pd+2]. Product: COC(=O)C(CC=Cc1ccc(N(C)c2ncccn2)cc1)NC(=O)c1c(Cl)cccc1Cl. As a reaction SMILES: [C:57](=[O:58])([O-:59])[O-:60].[C:68]([O-:69])(=[O:70])[CH3:71].[C:73]([O-:74])(=[O:75])[CH3:76].[CH3:1][c:2]1[cH:3][cH:4][cH:5][cH:6][c:7]1[P:8]([c:9]1[cH:10][cH:11][cH:12][cH:13][c:14]1[CH3:15])[c:16]1[cH:17][cH:18][cH:19][cH:20][c:21]1[CH3:22].[CH3:23][O:24][C:25]([CH:26]([CH2:27][CH:28]=[CH2:29])[NH:30][C:31]([c:32]1[c:33]([Cl:39])[cH:34][cH:35][cH:36][c:37]1[Cl:38])=[O:40])=[O:41].[CH3:77][CH2:78][O:79][C:80](=[O:81])[CH3:82].[I:42][c:43]1[cH:44][cH:45][c:46]([N:49]([c:50]2[n:51][cH:52][cH:53][cH:54][n:55]2)[CH3:56])[cH:47][cH:48]1.[K+:61].[K+:62].[O:63]=[CH:64][N:65]([CH3:66])[CH3:67].[Pd+2:72]>>[CH3:23][O:24][C:25]([CH:26]([CH2:27][CH:28]=[CH:29][c:43]1[cH:44][cH:45][c:46]([N:49]([c:50]2[n:51][cH:52][cH:53][cH:54][n:55]2)[CH3:56])[cH:47][cH:48]1)[NH:30][C:31]([c:32]1[c:33]([Cl:39])[cH:34][cH:35][cH:36][c:37]1[Cl:38])=[O:40])=[O:41].